From a dataset of the Open Reaction Database (ORD), a public repository of structured organic reaction records. describe an organic reaction: reactants, conditions, products, and yield The reactants are COCCOC1=C(N)C=CC=C1 (2-(2-methoxyethoxy)aniline), NC=1SC=CN1 (2-aminothiazole), COCCOC1=C(N)C=CC=C1 (2-(2-methoxyethoxy)aniline), COCCO (2-methoxyethanol), FC1=C(C=CC=C1)[N+](=O)[O-] (1-fluoro-2-nitrobenzene). Yields the product COCCOC1=C(C=CC=C1)[N+](=O)[O-] (2-(2-Methoxyethoxy)-1-nitrobenzene), COCCOC1=C(C=CC=C1)NC(=O)NC=1SC=CN1 (N-[2-(2-Methoxyethoxy)phenyl]-N′-(thiazol-2-yl)urea). The yield is 55.0%. As a reaction SMILES: [CH3:1][O:2][CH2:3][CH2:4][OH:5].F[C:7]1[CH:12]=[CH:11][CH:10]=[CH:9][C:8]=1[N+:13]([O-:15])=[O:14].[CH3:16][O:17][CH2:18][CH2:19][O:20][C:21]1[CH:27]=[CH:26][CH:25]=[CH:24][C:22]=1[NH2:23].[NH2:28][C:29]1[S:30][CH:31]=[CH:32][N:33]=1>>[CH3:1][O:2][CH2:3][CH2:4][O:5][C:7]1[CH:12]=[CH:11][CH:10]=[CH:9][C:8]=1[N+:13]([O-:15])=[O:14].[CH3:16][O:17][CH2:18][CH2:19][O:20][C:21]1[CH:27]=[CH:26][CH:25]=[CH:24][C:22]=1[NH:23][C:4]([NH:28][C:29]1[S:30][CH:31]=[CH:32][N:33]=1)=[O:5]. Procedure details: 2-(2-Methoxyethoxy)-1-nitrobenzene (0.25 g, 64%) was prepared from 2-methoxyethanol (0.16 ml, 2.0 mmol) and 1-fluoro-2-nitrobenzene (0.21 ml, 2.0 mmol) following the general procedure G. This was reduced to 2-(2-methoxyethoxy)aniline (0.13 g, 60%) following general procedure B. N-[2-(2-Methoxyethoxy)phenyl]-N′-(thiazol-2-yl)urea (115 mg, 55%) was prepared from 2-(2-methoxyethoxy)aniline (115 mg, 0.7 mmol) and 2-aminothiazole (140 mg, 1.4 mmol) following the general procedure D.